Task: describe an organic reaction: reactants, conditions, products, and yield. Dataset: the Open Reaction Database (ORD), a public repository of structured organic reaction records As a reaction SMILES: [Br:1][c:2]1[n:3][n:4](-[c:12]2[n:13][cH:14][cH:15][cH:16][c:17]2[Cl:18])[c:5]([C:7](=[O:8])[O:9][CH2:10][CH3:11])[cH:6]1.[CH3:19][OH:20].[ClH:23].[Na+:22].[OH-:21].[OH2:24]>>[Br:1][c:2]1[n:3][n:4](-[c:12]2[n:13][cH:14][cH:15][cH:16][c:17]2[Cl:18])[c:5]([C:7](=[O:8])[OH:9])[cH:6]1. The reactants are CCOC(=O)c1cc(Br)nn1-c1ncccc1Cl, CO, Cl, [Na+], [OH-], O. Product: O=C(O)c1cc(Br)nn1-c1ncccc1Cl. Starting materials: CO, COc1cc(Cl)ccc1[N+](=O)[O-], [K+], [K], [OH-], Sc1ccncc1, Sc1ccncc1. Yields the product COc1cc(Sc2ccncc2)ccc1[N+](=O)[O-]. Reaction SMILES: [CH3:30][OH:31].[Cl:1][c:2]1[cH:3][cH:4][c:5]([N+:10](=[O:11])[O-:12])[c:6]([O:8][CH3:9])[cH:7]1.[K+:29].[K:13].[OH-:28].[SH:14][c:15]1[cH:16][cH:17][n:18][cH:19][cH:20]1.[SH:21][c:22]1[cH:23][cH:24][n:25][cH:26][cH:27]1>>[c:2]1([S:14][c:15]2[cH:16][cH:17][n:18][cH:19][cH:20]2)[cH:3][cH:4][c:5]([N+:10](=[O:11])[O-:12])[c:6]([O:8][CH3:9])[cH:7]1. The reactants are C(C)NC1=C(C=CC(=C1)OC)[C@H]1CC=2C=CC(=CC2CC1)OC(C(C)(C)C)=O (pivalic acid (R)-6-(2-ethylamino-4-methoxyphenyl)-5,6,7,8-tetrahydronaphthalen-2-yl ester), C(C)(C)(C)OC(=O)CCNC(CC1=CC=C(C(=O)O)C=C1)(C)C (4-[2-(tert-butoxycarbonylethylamino)-2-methylpropyl]benzoic acid), C(C)(C)(C)OC(=O)CCNC(CC1=CC=C(C(=O)CCNC2=C(C=CC(=C2)OC)C2CC=3C=CC(=CC3CC2)OC(C(C)(C)C)=O)C=C1)(C)C (pivalic acid 6-{2-{{4-[2-(tert-butoxycarbonylethylamino)-2-methylpropyl]benzoyl}ethylamino}-4-methoxyphenyl}-5,6,7,8-tetrahydronaphthalen-2-yl ester). The product is C(C)N(C1=C(C=CC(=C1)OC)[C@H]1CC=2C=CC(=CC2CC1)O)CC1=CC=C(C=C1)CC(C)(C)NCC ((R)-6-{2-{Ethyl[4-(2-ethylamino-2-methylpropyl)benzyl]amino}-4-methoxyphenyl}-5,6,7,8-tetrahydronaphthalen-2-ol). Isolated yield 43.1%. As a reaction SMILES: [CH2:1]([NH:3][C:4]1[CH:9]=[C:8]([O:10][CH3:11])[CH:7]=[CH:6][C:5]=1[C@@H:12]1[CH2:21][CH2:20][C:19]2[CH:18]=[C:17]([O:22]C(=O)C(C)(C)C)[CH:16]=[CH:15][C:14]=2[CH2:13]1)[CH3:2].C(OC([CH2:36][CH2:37][NH:38][C:39]([CH3:51])([CH3:50])[CH2:40][C:41]1[CH:49]=[CH:48][C:44]([C:45](O)=O)=[CH:43][CH:42]=1)=O)(C)(C)C.C(OC(CCNC(C)(C)CC1C=CC(C(CCNC2C=C(OC)C=CC=2C2CCC3C=C(OC(=O)C(C)(C)C)C=CC=3C2)=O)=CC=1)=O)(C)(C)C>>[CH2:1]([N:3]([CH2:45][C:44]1[CH:48]=[CH:49][C:41]([CH2:40][C:39]([NH:38][CH2:37][CH3:36])([CH3:51])[CH3:50])=[CH:42][CH:43]=1)[C:4]1[CH:9]=[C:8]([O:10][CH3:11])[CH:7]=[CH:6][C:5]=1[C@@H:12]1[CH2:21][CH2:20][C:19]2[CH:18]=[C:17]([OH:22])[CH:16]=[CH:15][C:14]=2[CH2:13]1)[CH3:2]. Procedure details: Synthesized from pivalic acid (R)-6-(2-ethylamino-4-methoxyphenyl)-5,6,7,8-tetrahydronaphthalen-2-yl ester (100 mg) and 4-[2-(tert-butoxycarbonylethylamino)-2-methylpropyl]benzoic acid (125 mg) according to analogous synthetic method to Preparation Example 86, pivalic acid 6-{2-{{4-[2-(tert-butoxycarbonylethylamino)-2-methylpropyl]benzoyl}ethylamino}-4-methoxyphenyl}-5,6,7,8-tetrahydronaphthalen-2-yl ester (94 mg) was used according to an analogous synthetic method to the above-mentioned Example... Reactants: [Cl-].[NH4+] (ammonium chloride), FC1(CCC(CC1)=O)CO (4-fluoro-4-(hydroxymethyl)cyclohexanone), [NH4+].[Cl-] (NH4Cl), Intermediate 31, [OH-].[NH4+] (ammonium hydroxide), [C-]#N.[Na+] (NaCN). The solvent is CO (methanol). Conditions: time 8 hour. Yields the product NC1(CCC(CC1)(CO)F)C#N (1-Amino-4-fluoro-4-(hydroxymethyl)cyclohexanecarbonitrile). Isolated yield 86.0%. As a reaction SMILES: [F:1][C:2]1([CH2:9][OH:10])[CH2:7][CH2:6][C:5](=O)[CH2:4][CH2:3]1.[OH-].[NH4+:12].[NH4+:13].[Cl-].[C-:15]#N.[Na+]>CO>[NH2:12][C:5]1([C:15]#[N:13])[CH2:6][CH2:7][C:2]([F:1])([CH2:9][OH:10])[CH2:3][CH2:4]1 |f:1.2,3.4,5.6|. Procedure details: A flask was charged with 4-fluoro-4-(hydroxymethyl)cyclohexanone, derived from Intermediate 31, (12.1 g, 83 mmol), methanol (200 mL), aqueous ammonium hydroxide (32.2 mL, 828 mmol) and then NH4Cl (8.86 g, 166 mmol). After the ammonium chloride had dissolved, NaCN (8.11 g, 166 mmol) was added. The reaction was stirred under nitrogen overnight. The mixture was then concentrated. Brine (100 mL) was added to the resulting residue. The slurry was extracted with chloroform/isopropanol (200 mL, 10%, 7 ...